Task: describe an organic reaction: reactants, conditions, products, and yield. Dataset: the Open Reaction Database (ORD), a public repository of structured organic reaction records Reactants: C([O-])([O-])=O.[Na+].[Na+] (sodium carbonate), FC1=CC=C(C=C1)N1C(=CC=C1)C1=CC=C(C=C1)S(=O)(=O)C (1-(4-fluorophenyl)-2-(4-methylsulfonylphenyl)pyrrole), ice water, P(=O)(Cl)(Cl)Cl (phosphorous oxychloride). Solvent: CN(C=O)C (dimethylformamide). Reaction conditions: temperature 60 celsius, time 2 hour. The product is FC1=CC=C(C=C1)N1C(=CC=C1C=O)C1=CC=C(C=C1)S(=O)(=O)C (1-(4-Fluorophenyl)-5-formyl-2-(4-methylsulfonylphenyl)pyrrole). Isolated yield 50.0%. RXN SMILES: [F:1][C:2]1[CH:7]=[CH:6][C:5]([N:8]2[CH:12]=[CH:11][CH:10]=[C:9]2[C:13]2[CH:18]=[CH:17][C:16]([S:19]([CH3:22])(=[O:21])=[O:20])=[CH:15][CH:14]=2)=[CH:4][CH:3]=1.P(Cl)(Cl)(Cl)=O.[C:28](=O)([O-])[O-:29].[Na+].[Na+]>CN(C)C=O>[F:1][C:2]1[CH:3]=[CH:4][C:5]([N:8]2[C:12]([CH:28]=[O:29])=[CH:11][CH:10]=[C:9]2[C:13]2[CH:18]=[CH:17][C:16]([S:19]([CH3:22])(=[O:21])=[O:20])=[CH:15][CH:14]=2)=[CH:6][CH:7]=1 |f:2.3.4|. Procedure: 1.67 g (5.3 mmol) of 1-(4-fluorophenyl)-2-(4-methylsulfonylphenyl)pyrrole (prepared as described in Example 33) were dissolved in 30 ml of dimethylformamide, 0.50 ml (5.3 mmol) of phosphorous oxychloride was added to the resulting solution, and the mixture was then stirred at 60° C. for 2 hours. At the end of this time, the reaction mixture was gradually added to ice-water and the pH of the mixture was adjusted to a value of 8-9 by the addition of sodium carbonate. The mixture was then extracted... Reaction conditions: time 30 minute. The yield is 75.0%. Solvent: O1CCCC1 (tetrahydrofuran), O1CCCC1 (tetrahydrofuran). Starting materials: Cl (hydrochloric acid), C#C (Acetylene), potassium tert.-butylate, C(C1=CC=CC=C1)(=O)C1=CC=NC=C1 (4-benzoylpyridine), C#C (acetylene). Reported procedure: Acetylene was passed into a suspension of 174 g (1.55 mol) of potassium tert.-butylate in 750 ml of tetrahydrofuran for about 30 minutes. 198 g (1.08 mol) of 4-benzoylpyridine in 400 ml of tetrahydrofuran were added dropwise to this reaction mixture, acetylene being simultaneously passed in for about a further hour. The mixture was subsequently stirred for 30 minutes, dilute hydrochloric acid was added, the salt which had precipitated was filtered off and the organic phase of the filtrate was se... Product: C1(=CC=CC=C1)C(C#C)(O)C1=CC=NC=C1 (3-phenyl-3-pyridin-4-yl-1-propyn-3-ol). Reaction SMILES: [CH:1]#[CH:2].[C:3]([C:11]1[CH:16]=[CH:15][N:14]=[CH:13][CH:12]=1)(=[O:10])[C:4]1[CH:9]=[CH:8][CH:7]=[CH:6][CH:5]=1.Cl>O1CCCC1>[C:4]1([C:3]([C:11]2[CH:12]=[CH:13][N:14]=[CH:15][CH:16]=2)([OH:10])[C:1]#[CH:2])[CH:5]=[CH:6][CH:7]=[CH:8][CH:9]=1. The reactants are C(=O)(OC)CCCCCCC1=C(C=O)C=CC=C1 (2-(6-carbomethoxyhexyl)benzaldehyde), [H-].[Na+] (sodium hydride), C(OC)COC (dimethoxyethane), C(OC)COC (dimethoxyethane), COP(OC)(=O)CC(CCCCC)=O (dimethyl(2-oxoheptyl)phosphonate), C(OC)COC (dimethoxyethane). The solvent is C(C)(=O)O (acetic acid). Conditions: temperature 0 celsius, time 1 hour. The product is C(=O)(OC)CCCCCCC1=C(C=CC=C1)\C=C\C(CCCCC)=O (1-(6-carbomethoxyhexyl)-2-(3-oxo-trans-1-octenyl)benzene). As a reaction SMILES: [H-].[Na+].C(COC)OC.COP([CH2:15][C:16](=[O:22])[CH2:17][CH2:18][CH2:19][CH2:20][CH3:21])(=O)OC.[C:23]([CH2:27][CH2:28][CH2:29][CH2:30][CH2:31][CH2:32][C:33]1[CH:40]=[CH:39][CH:38]=[CH:37][C:34]=1[CH:35]=O)([O:25][CH3:26])=[O:24]>C(O)(=O)C>[C:23]([CH2:27][CH2:28][CH2:29][CH2:30][CH2:31][CH2:32][C:33]1[CH:40]=[CH:39][CH:38]=[CH:37][C:34]=1/[CH:35]=[CH:15]/[C:16](=[O:22])[CH2:17][CH2:18][CH2:19][CH2:20][CH3:21])([O:25][CH3:26])=[O:24] |f:0.1|. Procedure: A solution of 1.25 g. of this benzyl alcohol in 75 ml. of chloroform is added to a slurry of 12.5 g. of activated manganese dioxide in 75 ml. of chloroform. The mixture is stirred for one hour, filtered and the solvent is evaporated to leave 2-(6-carbomethoxyhexyl)benzaldehyde as a clear oil. To a slurry of 260 ml. of a dispersion of sodium hydride in mineral oil in 40 ml. of dimethoxyethane is added a solution of 1.31 g. of dimethyl(2-oxoheptyl)phosphonate in 25 ml. of dimethoxyethane. The slur... Reactants: C(C1=CC=CC=C1)OC1=C(C=C(C=C1)I)C[C@@H](C(=O)O)NC(=O)OC(C)(C)C (3-(2-benzyloxy-5-iodophenyl)-2(S)-tert-butoxycarbonylaminopropionic acid), solution, Cl (hydrogen chloride). Run in O1CCOCC1 (dioxane). Run at time 2 hour. Yields the product Cl.N[C@H](C(=O)O)CC1=C(C=CC(=C1)I)OCC1=CC=CC=C1 (2(S)-Amino-3-(2-benzyloxy-5-iodophenyl)propionic acid hydrochloride). As a reaction SMILES: [CH2:1]([O:8][C:9]1[CH:14]=[CH:13][C:12]([I:15])=[CH:11][C:10]=1[CH2:16][C@H:17]([NH:21]C(OC(C)(C)C)=O)[C:18]([OH:20])=[O:19])[C:2]1[CH:7]=[CH:6][CH:5]=[CH:4][CH:3]=1.[ClH:29]>O1CCOCC1>[ClH:29].[NH2:21][C@@H:17]([CH2:16][C:10]1[CH:11]=[C:12]([I:15])[CH:13]=[CH:14][C:9]=1[O:8][CH2:1][C:2]1[CH:7]=[CH:6][CH:5]=[CH:4][CH:3]=1)[C:18]([OH:20])=[O:19] |f:3.4|. Procedure details: 12 g (24.13 mmol) of 3-(2-benzyloxy-5-iodophenyl)-2(S)-tert-butoxycarbonylaminopropionic acid (Example (−)-6A) are added under argon into 60 ml of a 4M solution of hydrogen chloride in dioxane and stirred at RT for 2 h. The reaction solution is concentrated and dried under high vacuum. Reactants: CC(=O)Nc1cc(S(=O)(=O)Cl)ccc1F, CCN(C(C)C)C(C)C, ClCCl, CC(C)(CCC#N)CNCC(O)C(Cc1ccccc1)NC(=O)OC1COC2OCCC12. Product: CC(=O)Nc1cc(S(=O)(=O)N(CC(O)C(Cc2ccccc2)NC(=O)OC2COC3OCCC23)CC(C)(C)CCC#N)ccc1F. As a reaction SMILES: [C:42]([CH3:43])(=[O:44])[NH:45][c:46]1[cH:47][c:48]([S:53](=[O:54])(=[O:55])[Cl:56])[cH:49][cH:50][c:51]1[F:52].[CH:33]([N:34]([CH:35]([CH3:36])[CH3:37])[CH2:38][CH3:39])([CH3:40])[CH3:41].[Cl:57][CH2:58][Cl:59].[O:1]1[CH2:2][CH:3]([O:9][C:10]([NH:11][CH:12]([CH:13]([CH2:14][NH:15][CH2:16][C:17]([CH2:18][CH2:19][C:20]#[N:21])([CH3:22])[CH3:23])[OH:24])[CH2:25][c:26]2[cH:27][cH:28][cH:29][cH:30][cH:31]2)=[O:32])[CH:4]2[CH:5]1[O:6][CH2:7][CH2:8]2>>[O:1]1[CH2:2][CH:3]([O:9][C:10]([NH:11][CH:12]([CH:13]([CH2:14][N:15]([CH2:16][C:17]([CH2:18][CH2:19][C:20]#[N:21])([CH3:22])[CH3:23])[S:53]([c:48]2[cH:47][c:46]([NH:45][C:42]([CH3:43])=[O:44])[c:51]([F:52])[cH:50][cH:49]2)(=[O:54])=[O:55])[OH:24])[CH2:25][c:26]2[cH:27][cH:28][cH:29][cH:30][cH:31]2)=[O:32])[CH:4]2[CH:5]1[O:6][CH2:7][CH2:8]2.